From a dataset of the Open Reaction Database (ORD), a public repository of structured organic reaction records. describe an organic reaction: reactants, conditions, products, and yield The reactants are N[C@H]([C@H]([C@@H](O)C1CC1)O)CC1CCCCC1 ((1S,2R,3S)-3-amino--4-cyclohexyl-1-cyclopropyl-1,2-butanediol), (Fmoc)2His-OH, C(C)N1CCOCC1 (4-ethylmorpholine), C=1C=CC2=C(C1)N=NN2O (HOBT), C(CCl)Cl (EDC). The solvent is N1CCCCC1 (piperidine), CN(C=O)C (dimethylformamide), C(Cl)Cl (methylene chloride). Conditions: time 8 hour. The product is N[C@H](C(=O)N[C@H]([C@H]([C@@H](O)C1CC1)O)CC1CCCCC1)CC=1N=CNC1 ((S)-α-amino-N-[(1S,2R,3S)-1-(cyclohexylmethyl)-3-cyclopropyl-2,3-dihydroxypropyl]-imidazole-4-propionamide). Yield: 70.9%. RXN SMILES: [NH2:1][C@@H:2]([CH2:10][CH:11]1[CH2:16][CH2:15][CH2:14][CH2:13][CH2:12]1)[C@@H:3]([OH:9])[C@H:4]([CH:6]1[CH2:8][CH2:7]1)[OH:5].C([N:19]1[CH2:24][CH2:23][O:22]CC1)C.C1C=[CH:27][C:28]2[N:33](O)N=[N:31][C:29]=2C=1.[CH2:35](Cl)CCl>CN(C)C=O.C(Cl)Cl.N1CCCCC1>[NH2:19][C@@H:24]([CH2:27][C:28]1[N:33]=[CH:35][NH:31][CH:29]=1)[C:23]([NH:1][C@@H:2]([CH2:10][CH:11]1[CH2:16][CH2:15][CH2:14][CH2:13][CH2:12]1)[C@@H:3]([OH:9])[C@H:4]([CH:6]1[CH2:8][CH2:7]1)[OH:5])=[O:22]. Procedure: A mixture of 343 mg (1.51 mmol) of (1S,2R,3S)-3-amino--4-cyclohexyl-1-cyclopropyl-1,2-butanediol, 995 mg (1.66 mmol) of (Fmoc)2His-OH, 0.21 ml (1.61 mmol) of 4-ethylmorpholine, 449 mg (3.22 mmol) of HOBT and 347 mg (1.81 mmol) of EDC in 20 ml of dimethylformamide is left to stand at room temperature overnight. Thereafter, the reaction mixture is evaporated in a high vacuum, the residue is poured into a mixture of ice and 90 ml of sodium bicarbonate solution and extracted three times with 150 ml ...